From a dataset of the Open Reaction Database (ORD), a public repository of structured organic reaction records. describe an organic reaction: reactants, conditions, products, and yield The reactants are C(=O)O (Formic acid), C(C1=CC=CC=C1)N([C@H]([C@@H](O)C1C(C1)(C)C)C)CC1=CC=CC=C1 ((1S,2S)-2-(dibenzylamino)-1-(2,2-dimethylcyclopropyl)propan-1-ol). Reagents/catalysts: [Pd] (Pd/C). Solvent: C(C)O (ethanol). Run at temperature 90 celsius, time 5 hour. Product: CC1(C(C1)C([C@H](C)NC(OC(C)(C)C)=O)O)C (tert-butyl ((2S)-1-(2,2-dimethylcyclopropyl)-1-hydroxypropan-2-yl)carbamate). RXN SMILES: [CH:1]([OH:3])=[O:2].C([N:11](CC1C=CC=CC=1)[C@@H:12]([CH3:20])[C@H:13]([CH:15]1[CH2:17][C:16]1([CH3:19])[CH3:18])[OH:14])C1C=CC=CC=1>[Pd].C(O)C>[CH3:19][C:16]1([CH3:18])[CH2:17][CH:15]1[CH:13]([OH:14])[C@@H:12]([NH:11][C:1](=[O:3])[O:2][C:15]([CH3:17])([CH3:16])[CH3:13])[CH3:20]. Procedure: Formic acid (2.4 ml) and 10% Pd/C (0.4 g) were added to an ethanol solution (60 ml) containing (1S,2S)-2-(dibenzylamino)-1-(2,2-dimethylcyclopropyl)propan-1-ol (2.4 g) obtained in the 5th step, followed by stirring at 90° C. for 5 hours. The reaction solution was filtered through Celite and the filtrate was distilled away under reduced pressure. Diisopropyl ethylamine (1.5 ml) and di-tert-butyl carbonate (1.75 g) were added to a THF (5 ml) solution containing the obtained residue, followed by st... Starting materials: C(C)(C)(C)OC(=O)N1C(COCC1)C=1N(C(C(=C(N1)C(=O)OC)OC(C1=CC=CC=C1)=O)=O)C (tert-Butyl-3-[5-(benzoyloxy)-4-(methoxycarbonyl)-1-methyl-6-oxo-1,6-dihydropyrimidin-2-yl]morpholine-4-carboxylate), FC1=CC=C(CN)C=C1 (4-fluorobenzylamine). Run in CO (MeOH). The product is C(C)(C)(C)OC(=O)N1C(COCC1)C=1N(C(C(=C(N1)C(=O)NCC1=CC=C(C=C1)F)O)=O)C (tert-Butyl-3-(4-{[(4-fluorobenzyl)amino]carbonyl}-5-hydroxy-1-methyl-6-oxo-1,6-dihydropyrimidin-2-yl]-morpholine-4-carboxylate). RXN SMILES: [C:1]([O:5][C:6]([N:8]1[CH2:13][CH2:12][O:11][CH2:10][CH:9]1[C:14]1[N:15]([CH3:34])[C:16](=[O:33])[C:17]([O:24]C(=O)C2C=CC=CC=2)=[C:18]([C:20]([O:22]C)=O)[N:19]=1)=[O:7])([CH3:4])([CH3:3])[CH3:2].[F:35][C:36]1[CH:43]=[CH:42][C:39]([CH2:40][NH2:41])=[CH:38][CH:37]=1>CO>[C:1]([O:5][C:6]([N:8]1[CH2:13][CH2:12][O:11][CH2:10][CH:9]1[C:14]1[N:15]([CH3:34])[C:16](=[O:33])[C:17]([OH:24])=[C:18]([C:20]([NH:41][CH2:40][C:39]2[CH:42]=[CH:43][C:36]([F:35])=[CH:37][CH:38]=2)=[O:22])[N:19]=1)=[O:7])([CH3:2])([CH3:3])[CH3:4]. Procedure: The methyl ester 8B in dry MeOH was treated with 4-fluorobenzylamine (2.5 eq.) at reflux for 2 hours. Solvent was removed in vacuo and residue triturated with Et2O to obtain the title product.